This data is from the Open Reaction Database (ORD), a public repository of structured organic reaction records. The task is: describe an organic reaction: reactants, conditions, products, and yield Reactants: [N+](=O)([O-])C1=CC(=C(C=C1)SCC=1C=NC=CC1)C(F)(F)F (3-[[[4-nitro-2-(trifluoromethyl)phenyl]sulfanyl]methyl]pyridine), reduced iron. Run in C(C)(=O)O (acetic acid). Run at time 240 hour. Product: N1=CC(=CC=C1)CSC1=C(C=C(N)C=C1)C(F)(F)F (4-[(3-pyridinylmethyl)sulfanyl]-3-(trifluoromethyl)aniline). Isolated yield 41.7%. Reaction SMILES: [N+:1]([C:4]1[CH:9]=[CH:8][C:7]([S:10][CH2:11][C:12]2[CH:13]=[N:14][CH:15]=[CH:16][CH:17]=2)=[C:6]([C:18]([F:21])([F:20])[F:19])[CH:5]=1)([O-])=O>C(O)(=O)C>[N:14]1[CH:15]=[CH:16][CH:17]=[C:12]([CH2:11][S:10][C:7]2[CH:8]=[CH:9][C:4]([NH2:1])=[CH:5][C:6]=2[C:18]([F:21])([F:19])[F:20])[CH:13]=1. Reported procedure: To 3-[[[4-nitro-2-(trifluoromethyl)phenyl]sulfanyl]methyl]pyridine (2.2 g) was added acetic acid (22 ml), and reduced iron (6.6 g) was added to the mixture, and the mixture was stirred for 240 hours at room temperature. The mixture was filtered with Celite, and the mixture was washed with ethyl acetate. The solvent was removed under reduced pressure, and the obtained residue was purified by silica gel column chromatography, to give 4-[(3-pyridinylmethyl)sulfanyl]-3-(trifluoromethyl)aniline (0.83...